From a dataset of the Open Reaction Database (ORD), a public repository of structured organic reaction records. describe an organic reaction: reactants, conditions, products, and yield Reactants: C(C)(=O)OC[C@@H](C)N1C(C2=CC=C(C(=C2C=C1)[N+](=O)[O-])C1CC1)=O ((R)-2-(6-cyclopropyl-5-nitro-1-oxoisoquinolin-2(1H)-yl)propyl acetate), C(C)O (ethanol). Reagents/catalysts: [Pd] (palladium). Reaction conditions: time 2 hour. The product is C(C)(=O)OC[C@@H](C)N1C(C2=CC=C(C(=C2C=C1)N)C1CC1)=O ((R)-2-(5-Amino-6-cyclopropyl-1-oxoisoquinolin-2(1H)-yl)propyl acetate). RXN SMILES: [C:1]([O:4][CH2:5][C@H:6]([N:8]1[CH:17]=[CH:16][C:15]2[C:10](=[CH:11][CH:12]=[C:13]([CH:21]3[CH2:23][CH2:22]3)[C:14]=2[N+:18]([O-])=O)[C:9]1=[O:24])[CH3:7])(=[O:3])[CH3:2].C(O)C>[Pd]>[C:1]([O:4][CH2:5][C@H:6]([N:8]1[CH:17]=[CH:16][C:15]2[C:10](=[CH:11][CH:12]=[C:13]([CH:21]3[CH2:22][CH2:23]3)[C:14]=2[NH2:18])[C:9]1=[O:24])[CH3:7])(=[O:3])[CH3:2]. Reported procedure: A round bottom flask was charged with (R)-2-(6-cyclopropyl-5-nitro-1-oxoisoquinolin-2(1H)-yl)propyl acetate (28 mg, 0.000085 mol), ethanol (10 mL, 0.2 mol) and palladium, 10% weight on charcoal (1.0 mg, 0.0000085 mol) was added. The flask was evacuated and flushed with hydrogen two times and the reaction was stirred under hydrogen (1 atm) for 2 hours. The reaction was filtered over celite and the solvent was removed to afford the product. Conditions: time 1 hour. As a reaction SMILES: [C:1]([C:5]1[CH:6]=[C:7]([CH:23]=[CH:24][CH:25]=1)[O:8][C:9]1[C:14]([CH2:15][C:16]([O:18][CH3:19])=[O:17])=[C:13]([N:20]([CH3:22])[CH3:21])[N:12]=[CH:11][N:10]=1)([CH3:4])([CH3:3])[CH3:2].[H-].[Na+].Cl.[C:29](=[O:32])(O)[O-].[Na+].S(OC)(O[CH3:38])(=O)=O>COCCOC.C(OC)=O.[Cl-].[Na+].O.CCCCCC.C(OCC)(=O)C.CCOCC>[C:1]([C:5]1[CH:6]=[C:7]([CH:23]=[CH:24][CH:25]=1)[O:8][C:9]1[C:14]([C:15](=[CH:38][O:32][CH3:29])[C:16]([O:18][CH3:19])=[O:17])=[C:13]([N:20]([CH3:22])[CH3:21])[N:12]=[CH:11][N:10]=1)([CH3:4])([CH3:2])[CH3:3] |f:1.2,4.5,9.10.11,12.13|. The solvent is [Cl-].[Na+].O (brine), CCCCCC.C(C)(=O)OCC (hexane ethyl acetate), CCOCC (ether), COCCOC (1,2-dimethoxyethane), C(=O)OC (methyl formate). Reactants: Cl (hydrochloric acid), C([O-])(O)=O.[Na+] (sodium bicarbonat), S(=O)(=O)(OC)OC (dimethyl sulfate), [H-].[Na+] (Sodium hydride), C(C)(C)(C)C=1C=C(OC2=NC=NC(=C2CC(=O)OC)N(C)C)C=CC1 (Methyl 4-(3-tert.butylphenoxy)-6-dimethylamino-pyrimidin-5-yl-acetate). Procedure details: Methyl 4-(3-tert.butylphenoxy)-6-dimethylamino-pyrimidin-5-yl-acetate (10.0 g, 29 mmol) is dissolved in a mixture of 1,2-dimethoxyethane (60 ml) and methyl formate (20 ml). Sodium hydride (1.7 g, 80% in oil, 58 mmol) is added in one portion, the temperature being kept at room temperature. After 5 hours the reaction mixture is carefully acidified with hydrochloric acid. After stirring for 1 hour at +5° C. the mixture is neutralized with solid sodium bicarbonat. The intermediate product is extract... Product: C(C)(C)(C)C=1C=C(OC2=NC=NC(=C2C(C(=O)OC)=COC)N(C)C)C=CC1 (methyl α-[4-(3-tert.butylphenoxy)-6-dimethylamino-pyrimidin-5-yl]-β-methoxyacrylate). Reactants: N(=[N+]=[N-])C(CN1N=CC=2C1=CC1=C(C=CCC12)OCC)C ((RS)-1-(2-azido-propyl)-7-ethoxy-1,4-dihydro-indeno[2,1-c]pyrazole), C(\C=C\C(=O)O)(=O)O (fumaric acid). Reagents/catalysts: [Pt]=O (platinum oxide). The solvent is C(C)O (ethanol), CO (methanol), C(C)OCC (diethyl ether). Reaction conditions: time 15 hour. The product is C(\C=C\C(=O)O)(=O)O.C(C)OC1=C2C=C3N(N=CC3=C2CC=C1)CC(C)N ((RS)-2-(7-ethoxy-1,4-dihydroindeno[2,1-c]pyrazol-1-yl)-1-methyl-ethylamine fumarate). The yield is 87.4%. RXN SMILES: [N:1]([CH:4]([CH3:21])[CH2:5][N:6]1[C:10]2=[CH:11][C:12]3[C:17]([CH2:16][CH:15]=[CH:14][C:13]=3[O:18][CH2:19][CH3:20])=[C:9]2[CH:8]=[N:7]1)=[N+]=[N-].[C:22]([OH:29])(=[O:28])/[CH:23]=[CH:24]/[C:25]([OH:27])=[O:26]>C(O)C.C(OCC)C.CO.[Pt]=O>[C:22]([OH:29])(=[O:28])/[CH:23]=[CH:24]/[C:25]([OH:27])=[O:26].[CH2:19]([O:18][C:13]1[CH:14]=[CH:15][CH2:16][C:17]2[C:12]=1[CH:11]=[C:10]1[C:9]=2[CH:8]=[N:7][N:6]1[CH2:5][CH:4]([NH2:1])[CH3:21])[CH3:20] |f:6.7|. Procedure details: 2.05 g (7.2 mmol) of (RS)-1-(2-azido-propyl)-7-ethoxy-1,4-dihydro-indeno[2,1-c]pyrazole dissolved in 50 ml of anhydrous ethanol were hydrogenated over 200 mg of platinum oxide for 1.5 hours. The catalyst was subsequently filtered off, rinsed with ethanol and the solvent was removed in a vacuum. The colorless oil obtained was dissolved in 100 ml of anhydrous diethyl ether, filtered and treated while stirring with a solution of 836 mg (7.2 mmol) of fumaric acid in 10 ml of methanol. The mixture wa... Starting materials: C1(=CC=CC=C1)CCCCCBr (phenylpentyl bromide), OCC1=NC=CC=C1O (2-hydroxymethyl-3-pyridinol), C([O-])([O-])=O.[K+].[K+] (potassium carbonate). Solvent: C(C)(=O)OCC (ethyl acetate). Yields the product C1(=CC=CC=C1)CCCCCOC=1C(=NC=CC1)CO (3-(5-Phenylpentoxy)-2-pyridinylmethanol). As a reaction SMILES: [C:1]1([CH2:7][CH2:8][CH2:9][CH2:10][CH2:11]Br)[CH:6]=[CH:5][CH:4]=[CH:3][CH:2]=1.[OH:13][CH2:14][C:15]1[C:20]([OH:21])=[CH:19][CH:18]=[CH:17][N:16]=1.C(=O)([O-])[O-].[K+].[K+]>C(OCC)(=O)C>[C:1]1([CH2:7][CH2:8][CH2:9][CH2:10][CH2:11][O:21][C:20]2[C:15]([CH2:14][OH:13])=[N:16][CH:17]=[CH:18][CH:19]=2)[CH:6]=[CH:5][CH:4]=[CH:3][CH:2]=1 |f:2.3.4|. Procedure details: 1.9 g (6.01 mmol) of phenylpentyl bromide, 1.00 g (8.00 mmol) of 2-hydroxymethyl-3-pyridinol and 1.2 g (8.8 mmol) of potassium carbonate are heated at reflux overnight. The mixture is taken up in ethyl acetate, washed with water, 2N aqueous sodium hydroxide solution and water, dried and concentrated under reduced pressure. Reactants: [Li]CCCC, C1CCOC1, CCOCC, CCCCCC, Cl, N#Cc1ccccc1, c1cnc2c(c1)CCCC2. Product: Cl, O=C(c1ccccc1)C1CCCc2cccnc21. As a reaction SMILES: [CH2:11]([Li:12])[CH2:13][CH2:14][CH3:15].[CH2:30]1[O:31][CH2:32][CH2:33][CH2:34]1.[CH3:25][CH2:26][O:27][CH2:28][CH3:29].[CH3:35][CH2:36][CH2:37][CH2:38][CH2:39][CH3:40].[ClH:24].[N:16]#[C:17][c:18]1[cH:19][cH:20][cH:21][cH:22][cH:23]1.[n:1]1[cH:2][cH:3][cH:4][c:5]2[c:10]1[CH2:9][CH2:8][CH2:7][CH2:6]2>>[ClH:24].[n:1]1[cH:2][cH:3][cH:4][c:5]2[c:10]1[CH:9]([C:17]([c:18]1[cH:19][cH:20][cH:21][cH:22][cH:23]1)=[O:27])[CH2:8][CH2:7][CH2:6]2.